Task: describe an organic reaction: reactants, conditions, products, and yield. Dataset: the Open Reaction Database (ORD), a public repository of structured organic reaction records Yields the product C(=C)OCCONC(=O)C1=C(C=2C=NC=C(C2S1)F)NC1=C(C=C(C=C1)I)F (7-Fluoro-3-(2-fluoro-4-iodo-phenylamino)-thieno[3,2-c]pyridine-2-carboxylic acid (2-vinyloxy-ethoxy)-amide). The yield is 53.9%. The solvent is IMS. Reaction SMILES: C(O[C:4]([C:6]1[S:14][C:13]2[C:12]([F:15])=[CH:11][N:10]=[CH:9][C:8]=2[C:7]=1[NH:16][C:17]1[CH:22]=[CH:21][C:20]([I:23])=[CH:19][C:18]=1[F:24])=[O:5])C.[OH-].[Na+].[CH:27]([O:29][CH2:30][CH2:31][O:32][NH2:33])=[CH2:28].CCN=C=NCCCN(C)C.C1C=CC2N(O)N=NC=2C=1>>[CH:27]([O:29][CH2:30][CH2:31][O:32][NH:33][C:4]([C:6]1[S:14][C:13]2[C:12]([F:15])=[CH:11][N:10]=[CH:9][C:8]=2[C:7]=1[NH:16][C:17]1[CH:22]=[CH:21][C:20]([I:23])=[CH:19][C:18]=1[F:24])=[O:5])=[CH2:28] |f:1.2|. Reactants: C(=C)OCCON (O-(2-Vinyloxy-ethyl)-hydroxylamine), N—N-diisopropylethylamine, CCN=C=NCCCN(C)C (EDCI), C=1C=CC2=C(C1)N=NN2O (HOBt), C(C)OC(=O)C1=C(C=2C=NC=C(C2S1)F)NC1=C(C=C(C=C1)I)F (7-fluoro-3-(2-fluoro-4-iodo-phenylamino)-thieno[3,2-c]pyridine-2-carboxylic acid ethyl ester), aqueous solution, [OH-].[Na+] (sodium hydroxide). Conditions: temperature 65 celsius, time 18 hour. Reported procedure: To a solution 7-fluoro-3-(2-fluoro-4-iodo-phenylamino)-thieno[3,2-c]pyridine-2-carboxylic acid ethyl ester (175 mg, 0.38 mmol) in IMS (4 mL) was added a 1.0 M aqueous solution of sodium hydroxide (0.5 mL, 0.5 mmol). The reaction mixture was heated to 65° C. for 1 hour before being cooled to room temperature and concentrated in vacuo. The resulting residue was azeotroped with toluene (3×10 mL), and then suspended in THF (5 mL). O-(2-Vinyloxy-ethyl)-hydroxylamine (78 mg, 0.76 mmol), N—N-diisopropy... The reactants are 34, N1=CC=CC=C1 (pyridine), C1CCOC1 (THF), FC(C(=O)OC(C(F)(F)F)=O)(F)F (Trifluoroacetic anhydride), C(Cl)Cl (CH2Cl2). Conditions: time 16 hour. The product is C(#N)C1=C(O)C=CC(=C1)O (2-Cyanohydroquinone). Yield: 68.0%. RXN SMILES: FC(F)(F)C(O[C:6](=[O:11])[C:7](F)(F)F)=O.[N:14]1[CH:19]=[CH:18][CH:17]=[CH:16][CH:15]=1.C(Cl)Cl.C1C[O:26]CC1>>[C:15]([C:16]1[CH:7]=[C:6]([OH:11])[CH:19]=[CH:18][C:17]=1[OH:26])#[N:14]. Reported procedure: Trifluoroacetic anhydride (3.06 mL, 22 mmoles) was added dropwise to a stirred, ice-cooled solution of 34 (770 mg, 5.0 mmoles) in 10 mL of dry THF and anhydrous pyridine (3.23 mL, 40 mmoles) at such a rate that the temperature was kept below 5° C. The addition was over in 30 minutes. The reaction mixture was then allowed to warm to room temperature and stirred for another 16 hr. 650 mL of CH2Cl2 was added and the organic solution was washed with water (3×10 mL) and saturated brine (3×15 mL), dri... Reaction SMILES: [CH3:1][N:2]([CH3:3])[CH:4]=[O:5].[Cl:30][CH2:31][Cl:32].[H:27][H:28].[O:6]=[C:7]1[CH:8]([C:22](=[O:23])[O:24][CH2:25][CH3:26])[CH2:9][N:10]([C:12](=[O:13])[O:14][CH2:15][c:16]2[cH:17][cH:18][cH:19][cH:20][cH:21]2)[CH2:11]1.[Ru:29].[Ru:33]([Cl:34])[Cl:35].[cH:36]1[cH:37][cH:38][cH:39][cH:40][cH:41]1>>[OH:6][CH:7]1[CH:8]([C:22](=[O:23])[O:24][CH2:25][CH3:26])[CH2:9][N:10]([C:12](=[O:13])[O:14][CH2:15][c:16]2[cH:17][cH:18][cH:19][cH:20][cH:21]2)[CH2:11]1. Reactants: CN(C)C=O, ClCCl, [H][H], CCOC(=O)C1CN(C(=O)OCc2ccccc2)CC1=O, [Ru], Cl[Ru]Cl, c1ccccc1. The product is CCOC(=O)C1CN(C(=O)OCc2ccccc2)CC1O. Starting materials: CCOP(=O)(C=CC1CC2OC(C)(C)OC2O1)OCC, CC(C)=O, CC#N, Cl, [Na+], O=C([O-])O. Yields the product CCOP(=O)(C=CC1CC(O)C(O)O1)OCC. RXN SMILES: [CH2:1]([CH3:2])[O:3][P:4]([O:5][CH2:6][CH3:7])(=[O:8])[CH:9]=[CH:10][CH:11]1[CH2:12][CH:13]2[CH:14]([O:15][C:16]([CH3:18])([CH3:19])[O:17]2)[O:20]1.[CH3:22][C:23](=[O:24])[CH3:25].[CH3:31][C:32]#[N:33].[ClH:21].[Na+:30].[O-:26][C:27]([OH:28])=[O:29]>>[CH2:1]([CH3:2])[O:3][P:4]([O:5][CH2:6][CH3:7])(=[O:8])[CH:9]=[CH:10][CH:11]1[CH2:12][CH:13]([OH:17])[CH:14]([OH:15])[O:20]1. Starting materials: C(C)OC=1C=C(C=CC1OCC)C=1SC=C(N1)C=O (2-(3,4-diethoxyphenyl)-4-formylthiazole), [Cl-].[NH4+] (ammonium chloride), Grignard reagent, BrC1=CC(=C(C=C1)OC)OC (1-bromo-3,4-dimethoxybenzene). Run in O1CCCC1 (tetrahydrofuran), O1CCCC1 (tetrahydrofuran). Yields the product C(C)OC=1C=C(C=CC1OCC)C=1SCC(N1)=C(C1=CC(=C(C=C1)OC)OC)O (2-(3,4-diethoxyphenyl)4-[1-hydroxy-1-(3, 4-dimethoxyphenyl)methlyl]thiazole). The yield is 48.9%. As a reaction SMILES: Br[C:2]1[CH:7]=[CH:6][C:5]([O:8][CH3:9])=[C:4]([O:10][CH3:11])[CH:3]=1.[CH2:12]([O:14][C:15]1[CH:16]=[C:17]([C:24]2[S:25][CH:26]=[C:27]([CH:29]=[O:30])[N:28]=2)[CH:18]=[CH:19][C:20]=1[O:21][CH2:22][CH3:23])[CH3:13].[Cl-].[NH4+]>O1CCCC1>[CH2:12]([O:14][C:15]1[CH:16]=[C:17]([C:24]2[S:25][CH2:26][C:27](=[C:29]([OH:30])[C:2]3[CH:7]=[CH:6][C:5]([O:8][CH3:9])=[C:4]([O:10][CH3:11])[CH:3]=3)[N:28]=2)[CH:18]=[CH:19][C:20]=1[O:21][CH2:22][CH3:23])[CH3:13] |f:2.3|. Reported procedure: 60 ml of a tetrahydrofuran solution of a Grignard reagent prepared from 2.4 g of 1-bromo-3,4-dimethoxybenzene was stirred with ice-cooling. Thereto was added 20 ml of a tetrahydrofuran solution of 3 g of 2-(3,4-diethoxyphenyl)-4-formylthiazole. The mixture was stirred at the same temperature for 1 hour and at room temperature for 3 hours. 10 ml of a saturated aqueous ammonium chloride solution was added. The solvent was removed by distillation. The residue was extracted with 100 ml of chloroform... Reactants: C(C)(C)(C)OC(=O)N1CCC(CC1)NC(C1=CC(=C(C=C1)NC=1N=CC2=C(N(CC(C(N2C)=O)(F)F)C2CCC2)N1)OC)=O (4-[4-(9-cyclobutyl-7,7-difluoro-5-methyl-6-oxo-6,7,8,9-tetrahydro-5H-pyrimido[4,5-b][1,4]diazepin-2-ylamino)-3-methoxy-benzoylamino]-piperidine-1-carboxylic acid tert-butyl ester), FC(C(=O)O)(F)F (trifluoroacetic acid). Run in ClCCl (dichloromethane). Run at time 1 hour. The product is C1(CCC1)N1C2=C(N(C(C(C1)(F)F)=O)C)C=NC(=N2)NC2=C(C=C(C(=O)NC1CCNCC1)C=C2)OC (4-(9-cyclobutyl-7,7-difluoro-5-methyl-6-oxo-6,7,8,9-tetrahydro-5H-pyrimido[4,5-b][1,4]diazepin-2-ylamino)-3-methoxy-N-piperidin-4-yl-benzamide). Yield: 820.6%. Reaction SMILES: C(OC([N:8]1[CH2:13][CH2:12][CH:11]([NH:14][C:15](=[O:44])[C:16]2[CH:21]=[CH:20][C:19]([NH:22][C:23]3[N:24]=[CH:25][C:26]4[N:32]([CH3:33])[C:31](=[O:34])[C:30]([F:36])([F:35])[CH2:29][N:28]([CH:37]5[CH2:40][CH2:39][CH2:38]5)[C:27]=4[N:41]=3)=[C:18]([O:42][CH3:43])[CH:17]=2)[CH2:10][CH2:9]1)=O)(C)(C)C.FC(F)(F)C(O)=O>ClCCl>[CH:37]1([N:28]2[CH2:29][C:30]([F:35])([F:36])[C:31](=[O:34])[N:32]([CH3:33])[C:26]3[CH:25]=[N:24][C:23]([NH:22][C:19]4[CH:20]=[CH:21][C:16]([C:15]([NH:14][CH:11]5[CH2:12][CH2:13][NH:8][CH2:9][CH2:10]5)=[O:44])=[CH:17][C:18]=4[O:42][CH3:43])=[N:41][C:27]2=3)[CH2:40][CH2:39][CH2:38]1. Procedure details: A mixture of 0.095 g (0.22 mmole) of 4-(9-cyclobutyl-7,7-difluoro-5-methyl-6-oxo-6,7,8,9-tetrahydro-5H-pyrimido[4,5-b][1,4]diazepin-2-ylamino)-3-methoxy-benzoic acid (I-1), 0.089 g (0.88 mmole) of triethylamine, 0.125 g (0.33 mmole) of 1-[bis(dimethylamino)methylene]-1H-1,2,3-triazolo[4,5-b]pyridinium-3-oxide hexafluorophosphate and 5 mL of dimethylformamide was stirred for 15 minutes and then 0.066 g (0.33 mmole) of 4-amino-1-piperidinecarboxylic acid 1,1-dimethylethyl ester was added. The mixt...